This data is from the Open Reaction Database (ORD), a public repository of structured organic reaction records. The task is: describe an organic reaction: reactants, conditions, products, and yield Starting materials: C(C1=CC=CC=C1)OC1=C(C=C(C=O)C=C1)OC (4-Benzyloxy-3-methoxybenzaldehyde), [Cl-].C(C)OC(C(=O)OCC)[P+](C1=CC=CC=C1)(C1=CC=CC=C1)C1=CC=CC=C1 ((1,2-diethoxy-2-oxoethyl) (triphenyl)phosphonium chloride), C([O-])([O-])=O.[K+].[K+] (Potassium carbonate). Run in C(C)(C)O (isopropanol). Run at temperature -10 celsius. Yields the product C(C)OC(C(=CC1=CC(=C(C=C1)OCC1=CC=CC=C1)OC)OCC)=O (3-(4-benzyloxy-3-methoxyphenyl)-2-ethoxyacrylic acid ethyl ester). The yield is 50.7%. As a reaction SMILES: [CH2:1]([O:8][C:9]1[CH:16]=[CH:15][C:12]([CH:13]=O)=[CH:11][C:10]=1[O:17][CH3:18])[C:2]1[CH:7]=[CH:6][CH:5]=[CH:4][CH:3]=1.[Cl-].[CH2:20]([O:22][CH:23]([P+](C1C=CC=CC=1)(C1C=CC=CC=1)C1C=CC=CC=1)[C:24]([O:26][CH2:27][CH3:28])=[O:25])[CH3:21].C(=O)([O-])[O-].[K+].[K+]>C(O)(C)C>[CH2:27]([O:26][C:24](=[O:25])[C:23]([O:22][CH2:20][CH3:21])=[CH:13][C:12]1[CH:15]=[CH:16][C:9]([O:8][CH2:1][C:2]2[CH:7]=[CH:6][CH:5]=[CH:4][CH:3]=2)=[C:10]([O:17][CH3:18])[CH:11]=1)[CH3:28] |f:1.2,3.4.5|. Reported procedure: 4-Benzyloxy-3-methoxybenzaldehyde (7 g; 28.8 mmole) and (1,2-diethoxy-2-oxoethyl) (triphenyl)phosphonium chloride (13.6 g; 31 mmole) was dissolved in isopropanol and the reaction mixture was cooled to −10° C. Potassium carbonate (6 g; 43 mmole) was added. The resulting mixture was stirred over night and the temperature was allowed to reach room temperature. The reaction mixture was filtered and the filtrate was evaporated. Diethyl ether was added to the residue and the resulting mixture was stir... The reactants are CNCC1(c2ccc(OCCCN3CCOCC3)cc2)CCOCC1, C=CS(C)(=O)=O, CO. The product is CN(CCS(C)(=O)=O)CC1(c2ccc(OCCCN3CCOCC3)cc2)CCOCC1. Reaction SMILES: [CH3:1][NH:2][CH2:3][C:4]1([c:10]2[cH:11][cH:12][c:13]([O:16][CH2:17][CH2:18][CH2:19][N:20]3[CH2:21][CH2:22][O:23][CH2:24][CH2:25]3)[cH:14][cH:15]2)[CH2:5][CH2:6][O:7][CH2:8][CH2:9]1.[CH3:26][S:27](=[O:28])(=[O:29])[CH:30]=[CH2:31].[CH3:32][OH:33]>>[CH3:1][N:2]([CH2:3][C:4]1([c:10]2[cH:11][cH:12][c:13]([O:16][CH2:17][CH2:18][CH2:19][N:20]3[CH2:21][CH2:22][O:23][CH2:24][CH2:25]3)[cH:14][cH:15]2)[CH2:5][CH2:6][O:7][CH2:8][CH2:9]1)[CH2:31][CH2:30][S:27]([CH3:26])(=[O:28])=[O:29]. Starting materials: TEA, C(C)OC(C(=C)CC=1C=NC(=NC1)N(C(=O)OC(C)(C)C)C(=O)OC(C)(C)C)=O (2-(2-[N,N-bis(tert-butoxycarbonyl)amino]-pyrimidin-5-ylmethyl)-acrylic acid ethyl ester), C(C)(=S)O (thioacetic acid), CCOC(=O)C (EtOAc). Run at time 40 hour. Yields the product C(C)OC(C(CC=1C=NC(=NC1)N(C(=O)OC(C)(C)C)C(=O)OC(C)(C)C)CSC(C)=O)=O (2-acetylsulfanylmethyl-3-(2-[N,N-bis(tert-butoxycarbonyl)amino]-pyrimidin-5-yl)-propionic acid ethyl ester). Yield: 89.0%. RXN SMILES: [CH2:1]([O:3][C:4](=[O:29])[C:5]([CH2:7][C:8]1[CH:9]=[N:10][C:11]([N:14]([C:22]([O:24][C:25]([CH3:28])([CH3:27])[CH3:26])=[O:23])[C:15]([O:17][C:18]([CH3:21])([CH3:20])[CH3:19])=[O:16])=[N:12][CH:13]=1)=[CH2:6])[CH3:2].CCOC(C)=O.[C:36]([OH:39])(=[S:38])[CH3:37]>>[CH2:1]([O:3][C:4](=[O:29])[CH:5]([CH2:6][S:38][C:36](=[O:39])[CH3:37])[CH2:7][C:8]1[CH:9]=[N:10][C:11]([N:14]([C:15]([O:17][C:18]([CH3:19])([CH3:20])[CH3:21])=[O:16])[C:22]([O:24][C:25]([CH3:28])([CH3:27])[CH3:26])=[O:23])=[N:12][CH:13]=1)[CH3:2]. Procedure: TEA (0.189 mL, 1.35 mmol) was added to a solution of 2-(2-[N,N-bis(tert-butoxycarbonyl)amino]-pyrimidin-5-ylmethyl)-acrylic acid ethyl ester (0.53 g, 1.30 mmol) in thioacetic acid (13 mL) at 0° C. under argon. The mixture was stirred at room temperature for 40 h. EtOAc was added and the solution was washed with Na2CO3 and brine, dried and concentrated under reduced pressure. Flash chromatography (heptane/EtOAc, 5:1→1:1) gave 2-acetylsulfanylmethyl-3-(2-[N,N-bis(tert-butoxycarbonyl)amino]-pyrimid... Product: BrC=1C=NC=2N(C1)N=C(C2)C(=O)N2C(C1=CN=CC=C1CC2)C ((6-Bromo-pyrazolo[1,5-a]pyrimidin-2-yl)-(1-methyl-3,4-dihydro-1H-[2,7]naphthyridin-2-yl)-methanone). Starting materials: BrC=1C=NC=2N(C1)N=C(C2)C(=O)O (6-bromo-pyrazolo[1,5-a]pyrimidine-2-carboxylic acid), CC1NCCC2=CC=NC=C12 (1-methyl-1,2,3,4-tetrahydro-[2,7]naphthyridine). Reported procedure: In close analogy to the procedure described in Example 1, 6-bromo-pyrazolo[1,5-a]pyrimidine-2-carboxylic acid is reacted with 1-methyl-1,2,3,4-tetrahydro-[2,7]naphthyridine to provide the title compound in moderate yield. Reaction SMILES: [Br:1][C:2]1[CH:3]=[N:4][C:5]2[N:6]([N:8]=[C:9]([C:11]([OH:13])=O)[CH:10]=2)[CH:7]=1.[CH3:14][CH:15]1[C:24]2[C:19](=[CH:20][CH:21]=[N:22][CH:23]=2)[CH2:18][CH2:17][NH:16]1>>[Br:1][C:2]1[CH:3]=[N:4][C:5]2[N:6]([N:8]=[C:9]([C:11]([N:16]3[CH2:17][CH2:18][C:19]4[C:24](=[CH:23][N:22]=[CH:21][CH:20]=4)[CH:15]3[CH3:14])=[O:13])[CH:10]=2)[CH:7]=1. Starting materials: Br, CCO, ClCCl, [Cu]Br, O=N[O-], NN, [Na+], O=C1C(=O)c2c(nc3ccccn23)-c2cccc([N+](=O)[O-])c21, O, O, [Pd]. Yields the product O=C1C(=O)c2c(nc3ccccn23)-c2cccc(Br)c21. RXN SMILES: [BrH:30].[CH3:31][CH2:32][OH:33].[Cl:34][CH2:35][Cl:36].[Cu:38][Br:39].[N:26]([O-:27])=[O:28].[NH2:24][NH2:25].[Na+:29].[O:1]=[C:2]1[C:3](=[O:22])[c:4]2[c:5]([n:6][c:7]3[n:8]2[cH:9][cH:10][cH:11][cH:12]3)-[c:13]2[cH:14][cH:15][cH:16][c:17]([N+:19]([O-:20])=[O:21])[c:18]21.[OH2:23].[OH2:40].[Pd:37]>>[O:1]=[C:2]1[C:3](=[O:22])[c:4]2[c:5]([n:6][c:7]3[n:8]2[cH:9][cH:10][cH:11][cH:12]3)-[c:13]2[cH:14][cH:15][cH:16][c:17]([Br:30])[c:18]21. Reactants: FC1=C(C=C(C(=C1)OC)I)C1CCNCC1 (4-(2-fluoro-5-iodo-4-methoxyphenyl)piperidine), C(C)(C)N(C(C)C)CC (N,N-diisopropylethylamine), resultant solution, C(C)(=O)OCC(=O)Cl (acetoxyacetyl chloride). The solvent is CN(C)C=O (DMF). Yields the product C(C)(=O)OCC(=O)N1CCC(CC1)C1=C(C=C(C(=C1)I)OC)F (2-[4-(2-fluoro-5-iodo-4-methoxyphenyl)piperidin-1-yl]-2-oxoethyl acetate). Reaction SMILES: [F:1][C:2]1[CH:7]=[C:6]([O:8][CH3:9])[C:5]([I:10])=[CH:4][C:3]=1[CH:11]1[CH2:16][CH2:15][NH:14][CH2:13][CH2:12]1.C(N(CC)C(C)C)(C)C.[C:26]([O:29][CH2:30][C:31](Cl)=[O:32])(=[O:28])[CH3:27]>CN(C=O)C>[C:26]([O:29][CH2:30][C:31]([N:14]1[CH2:13][CH2:12][CH:11]([C:3]2[CH:4]=[C:5]([I:10])[C:6]([O:8][CH3:9])=[CH:7][C:2]=2[F:1])[CH2:16][CH2:15]1)=[O:32])(=[O:28])[CH3:27]. Reported procedure: A stirred solution of 4-(2-fluoro-5-iodo-4-methoxyphenyl)piperidine (50 mg; 0.149 mmol) in DMF (1.2 mL) under N2 was treated with N,N-diisopropylethylamine (26 μL; 0.149 mmol), followed by acetoxyacetyl chloride (16 μL, 0.149 mmol). The resultant solution was stirred at room temperature for 5 h. The reaction was partitioned between EtOAc (25 mL) and saturated NaHCO3 (25 mL). The aqueous layer was extracted with EtOAc (3×25 mL) and the combined organic fractions were washed with water and brine (... The reactants are CN(S(=O)(=O)C1=CC(=C(C=C1)Br)C)C (N,N-dimethyl-4-bromo-3-methylbenzenesulfonamide), bis-(pinacolato)-diboron, C(C)(=O)[O-].[K+] (potassium acetate), COC1=CC(=NC=C1)CCC1=NC=2C(=NC=C(C2)I)N1 (2-[2-(4-methoxypyridin-2-yl)ethyl]-6-iodo-3H-imidazo[4,5-b]pyridine), COC1=CC(=NC=C1)CCC1=NC=2C(=NC=C(C2)I)N1 (2-[2-(4-methoxypyridin-2-yl)ethyl]-6-iodo-3H-imidazo[4,5-b]pyridine), C([O-])([O-])=O.[K+].[K+] (potassium carbonate), [Cl-].[Li+] (lithium chloride). The reagents and catalysts are C1(=CC=CC=C1)P([C-]1C=CC=C1)C1=CC=CC=C1.[C-]1(C=CC=C1)P(C1=CC=CC=C1)C1=CC=CC=C1.[Fe+2] (1,1′-bis-(diphenylphosphino)-ferrocene), C1=CC=C(C=C1)P([C-]2C=CC=C2)C3=CC=CC=C3.C1=CC=C(C=C1)P([C-]2C=CC=C2)C3=CC=CC=C3.Cl[Pd]Cl.[Fe+2] ([1,1′-bis(diphenylphosphino)-ferrocene]palladium-dichloride), [Pd].C1(=CC=CC=C1)P(C1=CC=CC=C1)C1=CC=CC=C1.C1(=CC=CC=C1)P(C1=CC=CC=C1)C1=CC=CC=C1.C1(=CC=CC=C1)P(C1=CC=CC=C1)C1=CC=CC=C1.C1(=CC=CC=C1)P(C1=CC=CC=C1)C1=CC=CC=C1 (tetrakis(triphenylphosphine)-palladium(0)). The solvent is O (water), O1CCOCC1 (dioxane), O (water), O1CCOCC1 (dioxane). Run at temperature 90 celsius. The product is COC1=CC(=NC=C1)CCC1=NC=2C(=NC=C(C2)C2=C(C=C(C=C2)S(=O)(=O)N(C)C)C)N1 (4-{2-[2-(4-Methoxypyridin-2-yl)ethyl]-3H-imidazo[4,5-b]pyridin-6-yl}-N,N-dimethyl-3-methyl-benzenesulfonamide). Isolated yield 43.1%. Reaction SMILES: [CH3:1][N:2]([CH3:14])[S:3]([C:6]1[CH:11]=[CH:10][C:9](Br)=[C:8]([CH3:13])[CH:7]=1)(=[O:5])=[O:4].C([O-])(=O)C.[K+].[CH3:20][O:21][C:22]1[CH:27]=[CH:26][N:25]=[C:24]([CH2:28][CH2:29][C:30]2[NH:39][C:33]3=[N:34][CH:35]=[C:36](I)[CH:37]=[C:32]3[N:31]=2)[CH:23]=1.C(=O)([O-])[O-].[K+].[K+].[Cl-].[Li+]>O1CCOCC1.O.C1(P(C2C=CC=CC=2)[C-]2C=CC=C2)C=CC=CC=1.[C-]1(P(C2C=CC=CC=2)C2C=CC=CC=2)C=CC=C1.[Fe+2].C1C=CC(P(C2C=CC=CC=2)[C-]2C=CC=C2)=CC=1.C1C=CC(P(C2C=CC=CC=2)[C-]2C=CC=C2)=CC=1.Cl[Pd]Cl.[Fe+2].[Pd].C1(P(C2C=CC=CC=2)C2C=CC=CC=2)C=CC=CC=1.C1(P(C2C=CC=CC=2)C2C=CC=CC=2)C=CC=CC=1.C1(P(C2C=CC=CC=2)C2C=CC=CC=2)C=CC=CC=1.C1(P(C2C=CC=CC=2)C2C=CC=CC=2)C=CC=CC=1>[CH3:20][O:21][C:22]1[CH:27]=[CH:26][N:25]=[C:24]([CH2:28][CH2:29][C:30]2[NH:39][C:33]3=[N:34][CH:35]=[C:36]([C:9]4[CH:10]=[CH:11][C:6]([S:3]([N:2]([CH3:14])[CH3:1])(=[O:5])=[O:4])=[CH:7][C:8]=4[CH3:13])[CH:37]=[C:32]3[N:31]=2)[CH:23]=1 |f:1.2,4.5.6,7.8,11.12.13,14.15.16.17,18.19.20.21.22|. Procedure details: A mixture of 0.417 g of N,N-dimethyl-4-bromo-3-methylbenzenesulfonamide, 0.42 g of bis-(pinacolato)-diboron, 0.025 g of 1,1′-bis-(diphenylphosphino)-ferrocene, 0.033 g of [1,1′-bis(diphenylphosphino)-ferrocene]palladium-dichloride (complex with CH2Cl2), 0.442 g of potassium acetate in 6 ml of degassed dioxane are heated to 90° C. in a sealed tube under N2 for 6 hours. To the resulting mixture 5 ml of degassed dioxane, 0.371 g of 2-[2-(4-methoxypyridin-2-yl)ethyl]-6-iodo-3H-imidazo[4,5-b]pyridine...